describe an organic reaction: reactants, conditions, products, and yield From a dataset of the Open Reaction Database (ORD), a public repository of structured organic reaction records. Reactants: Cn1c(CN2CCN(C(C)(C)CO)CC2)nc2c(N3CCOCC3)nc(Cl)nc21, OCCc1nc2ccccc2[nH]1. Yields the product Cn1c(CN2CCN(C(C)(C)CO)CC2)nc2c(N3CCOCC3)nc(-n3c(CCO)nc4ccccc43)nc21. As a reaction SMILES: [Cl:1][c:2]1[n:3][c:4]([N:24]2[CH2:25][CH2:26][O:27][CH2:28][CH2:29]2)[c:5]2[n:6][c:7]([CH2:12][N:13]3[CH2:14][CH2:15][N:16]([C:19]([CH2:20][OH:21])([CH3:22])[CH3:23])[CH2:17][CH2:18]3)[n:8]([CH3:11])[c:9]2[n:10]1.[nH:30]1[c:31]([CH2:39][CH2:40][OH:41])[n:32][c:33]2[c:34]1[cH:35][cH:36][cH:37][cH:38]2>>[c:2]1(-[n:30]2[c:31]([CH2:39][CH2:40][OH:41])[n:32][c:33]3[c:34]2[cH:35][cH:36][cH:37][cH:38]3)[n:3][c:4]([N:24]2[CH2:25][CH2:26][O:27][CH2:28][CH2:29]2)[c:5]2[n:6][c:7]([CH2:12][N:13]3[CH2:14][CH2:15][N:16]([C:19]([CH2:20][OH:21])([CH3:22])[CH3:23])[CH2:17][CH2:18]3)[n:8]([CH3:11])[c:9]2[n:10]1. Reactants: BrC=1C=CC(=NC1)CN1CCN(CC1)C1CCC1 (1-(5-Bromopyridin-2-ylmethyl)-4-cyclobutylpiperazine), C(#N)C1=CC=C(C=C1)B(O)O (4-cyanophenyl-boronic acid). The product is C1(CCC1)N1CCN(CC1)CC1=CC=C(C=N1)C1=CC=C(C#N)C=C1 (4-[6-(4-Cyclobutylpiperazin-1-ylmethyl)pyridin-3-yl]benzonitrile), amine. RXN SMILES: Br[C:2]1[CH:3]=[CH:4][C:5]([CH2:8][N:9]2[CH2:14][CH2:13][N:12]([CH:15]3[CH2:18][CH2:17][CH2:16]3)[CH2:11][CH2:10]2)=[N:6][CH:7]=1.[C:19]([C:21]1[CH:26]=[CH:25][C:24](B(O)O)=[CH:23][CH:22]=1)#[N:20]>>[CH:15]1([N:12]2[CH2:13][CH2:14][N:9]([CH2:8][C:5]3[N:6]=[CH:7][C:2]([C:24]4[CH:25]=[CH:26][C:21]([C:19]#[N:20])=[CH:22][CH:23]=4)=[CH:3][CH:4]=3)[CH2:10][CH2:11]2)[CH2:18][CH2:17][CH2:16]1. Procedure details: 1-(5-Bromopyridin-2-ylmethyl)-4-cyclobutylpiperazine (1.163, 3.75 mmol) and 4-cyanophenyl-boronic acid (0.82 g, 5.6 mmol) were mixed with catalyst and reacted in the same manner as in example 18. The title compound was isolated as white crystals of the free amine. Yield: 467 mg (44%) Reactants: BrC=1C=C(C=2N(N1)C(=CN2)I)Br (6,8-dibromo-3-iodoimidazo[1,2-b]pyridazine), C[S-].[Na+] (sodium methanethiolate), O (water). Run in CN1CCCC1=O (NMP). The product is BrC=1C=C(C=2N(N1)C(=CN2)I)SC (6-bromo-3-iodo-8-(methylsulfanyl)imidazo[1,2-b]pyridazine). Yield: 81.6%. Reaction SMILES: [Br:1][C:2]1[CH:3]=[C:4](Br)[C:5]2[N:6]([C:8]([I:11])=[CH:9][N:10]=2)[N:7]=1.[CH3:13][S-:14].[Na+].O>CN1C(=O)CCC1>[Br:1][C:2]1[CH:3]=[C:4]([S:14][CH3:13])[C:5]2[N:6]([C:8]([I:11])=[CH:9][N:10]=2)[N:7]=1 |f:1.2|. Procedure details: To a stirred solution of 51.2 g (146.8 mmol) 6,8-dibromo-3-iodoimidazo[1,2-b]pyridazine which was prepared according to intermediate example 96c in NMP (450 mL) are added 12.35 g (176.2 mmol) sodium methanethiolate in one portion at 0° C. After reaction for 15 min, 700 mL water are added and the precipitate is filtered off and dried. Trituration with ether, filtration and drying in vaccuo. yields 44.3 g (65%) of the title compound Starting materials: CC#N, C[Si](C)(C)CCl, NCCc1ccc(Cl)cc1, [K+], [K+], O=C([O-])[O-]. Product: C[Si](C)(C)CNCCc1ccc(Cl)cc1. Reaction SMILES: [CH3:23][C:24]#[N:25].[Cl:1][CH2:2][Si:3]([CH3:4])([CH3:5])[CH3:6].[Cl:7][c:8]1[cH:9][cH:10][c:11]([CH2:14][CH2:15][NH2:16])[cH:12][cH:13]1.[K+:17].[K+:18].[O-:19][C:20]([O-:21])=[O:22]>>[CH2:2]([Si:3]([CH3:4])([CH3:5])[CH3:6])[NH:16][CH2:15][CH2:14][c:11]1[cH:10][cH:9][c:8]([Cl:7])[cH:13][cH:12]1. The reactants are CCNC, CO, Clc1nc(Cl)c2c(n1)C(c1ccccc1)COC2. Product: CCN(C)c1nc(Cl)nc2c1COCC2c1ccccc1. As a reaction SMILES: [CH3:19][NH:20][CH2:21][CH3:22].[CH3:23][OH:24].[Cl:1][c:2]1[n:3][c:4]([Cl:18])[c:5]2[c:6]([n:7]1)[CH:8]([c:12]1[cH:13][cH:14][cH:15][cH:16][cH:17]1)[CH2:9][O:10][CH2:11]2>>[Cl:1][c:2]1[n:3][c:4]([N:20]([CH3:19])[CH2:21][CH3:22])[c:5]2[c:6]([n:7]1)[CH:8]([c:12]1[cH:13][cH:14][cH:15][cH:16][cH:17]1)[CH2:9][O:10][CH2:11]2. Reactants: [Al+3], C1CCOC1, [Cl-], CN1C(=O)CC(c2ccccc2F)C1C(=O)N1C(=O)OCC1Cc1ccccc1, [H-], [H-], [H-], [H-], [Li+], [NH4+]. The product is CN1C(=O)CC(c2ccccc2F)C1CO. Reaction SMILES: [Al+3:31].[CH2:38]1[O:39][CH2:40][CH2:41][CH2:42]1.[Cl-:36].[F:1][c:2]1[c:3]([CH:8]2[CH:9]([C:15](=[O:16])[N:17]3[CH:18]([CH2:19][c:20]4[cH:21][cH:22][cH:23][cH:24][cH:25]4)[CH2:26][O:27][C:28]3=[O:29])[N:10]([CH3:14])[C:11](=[O:13])[CH2:12]2)[cH:4][cH:5][cH:6][cH:7]1.[H-:30].[H-:33].[H-:34].[H-:35].[Li+:32].[NH4+:37]>>[F:1][c:2]1[c:3]([CH:8]2[CH:9]([CH2:15][OH:16])[N:10]([CH3:14])[C:11](=[O:13])[CH2:12]2)[cH:4][cH:5][cH:6][cH:7]1. Reactants: C1CCOC1, CCOC(=O)CNC(=O)c1ccccc1O, CO, [Li+], [OH-], O. Product: O=C(O)CNC(=O)c1ccccc1O. As a reaction SMILES: [CH2:20]1[O:21][CH2:22][CH2:23][CH2:24]1.[CH2:3]([CH3:4])[O:5][C:6]([CH2:7][NH:8][C:9]([c:10]1[c:11]([OH:16])[cH:12][cH:13][cH:14][cH:15]1)=[O:17])=[O:18].[CH3:25][OH:26].[Li+:2].[OH-:1].[OH2:19]>>[O:5]=[C:6]([CH2:7][NH:8][C:9]([c:10]1[c:11]([OH:16])[cH:12][cH:13][cH:14][cH:15]1)=[O:17])[OH:18]. Reactants: C([O-])([O-])=O.[K+].[K+] (Potassium carbonate), COC1=C(CN2C([C@@H](N([C@@H](C2)C)C(C(F)(F)F)=O)C)=O)C=CC(=C1)OC ((3S, 5R)-1-(2,4-Dimethoxy-benzyl)-3,5-dimethyl-4-trifluoroacetyl-piperazin-2-one), C(C)(=O)OCC (Ethyl acetate). The solvent is O (H2O), CO (methanol). Product: COC1=C(CN2C([C@@H](N[C@@H](C2)C)C)=O)C=CC(=C1)OC ((3S, 5R)-1-(2,4-Dimethoxy-benzyl)-3,5-dimethyl-piperazin-2-one). Yield: 90.3%. RXN SMILES: [CH3:1][O:2][C:3]1[CH:24]=[C:23]([O:25][CH3:26])[CH:22]=[CH:21][C:4]=1[CH2:5][N:6]1[CH2:11][C@@H:10]([CH3:12])[N:9](C(=O)C(F)(F)F)[C@@H:8]([CH3:19])[C:7]1=[O:20].C(=O)([O-])[O-].[K+].[K+].C(OCC)(=O)C>CO.O>[CH3:1][O:2][C:3]1[CH:24]=[C:23]([O:25][CH3:26])[CH:22]=[CH:21][C:4]=1[CH2:5][N:6]1[CH2:11][C@@H:10]([CH3:12])[NH:9][C@@H:8]([CH3:19])[C:7]1=[O:20] |f:1.2.3|. Procedure details: (3S, 5R)-1-(2,4-Dimethoxy-benzyl)-3,5-dimethyl-4-trifluoroacetyl-piperazin-2-one (575 mg, 1.54 mmol) is dissolved in 30 mL of methanol and 3 mL of H2O. Potassium carbonate (883 mg, 6.4 mmol) is added to the solution, and the reaction is refluxed for one and half hours before concentration. Ethyl acetate (3×50 mL) is used to extract the aqueous layer. Removal of Ethyl acetate afforded the crude amine (387 mg, 91% yield) as a clear oil. C15H22N2O3 MS m/z: 279. Reaction SMILES: NC(N)=O.[CH:5]12[O:12][CH:9]([CH2:10][CH2:11]1)[CH2:8][N:7]([C:13]1[N:18]=[C:17]([C:19]3[CH:24]=[CH:23][C:22]([NH:25][C:26](NCC)=[O:27])=[CH:21][CH:20]=3)[N:16]=[C:15]3[N:31]([CH:34]4CCN(C(OCC)=O)C[CH2:35]4)[N:32]=[CH:33][C:14]=13)[CH2:6]2.[Cl:45][C:46]1[CH:52]=[CH:51][C:49]([NH2:50])=[CH:48][CH:47]=1.NC1C=CC=CC=1>>[CH:5]12[O:12][CH:9]([CH2:10][CH2:11]1)[CH2:8][N:7]([C:13]1[N:18]=[C:17]([C:19]3[CH:20]=[CH:21][C:22]([NH:25][C:26]([NH:50][C:49]4[CH:51]=[CH:52][C:46]([Cl:45])=[CH:47][CH:48]=4)=[O:27])=[CH:23][CH:24]=3)[N:16]=[C:15]3[N:31]([CH2:34][CH3:35])[N:32]=[CH:33][C:14]=13)[CH2:6]2. Yields the product C12CN(CC(CC1)O2)C2=C1C(=NC(=N2)C2=CC=C(C=C2)NC(=O)NC2=CC=C(C=C2)Cl)N(N=C1)CC (1-(4-(4-(8-oxa-3-azabicyclo[3.2.1]octan-3-yl)-1-ethyl-1H-pyrazolo[3,4-d]pyrimidin-6-yl)phenyl)-3-(4-chlorophenyl)urea). Reactants: NC1=CC=CC=C1 (aniline), NC(=O)N (urea), C12CN(CC(CC1)O2)C2=C1C(=NC(=N2)C2=CC=C(C=C2)NC(=O)NCC)N(N=C1)C1CCN(CC1)C(=O)OCC (ethyl 4-(4-(8-oxa-3-azabicyclo[3.2.1]octan-3-yl)-6-(4-(3-ethylureido)phenyl)-1H-pyrazolo[3,4-d]pyrimidin-1-yl)piperidine-1-carboxylate), ClC1=CC=C(N)C=C1 (4-chloroaniline). Procedure details: A urea formation procedure similar to that used for the synthesis of ethyl 4-(4-(8-oxa-3-azabicyclo[3.2.1]octan-3-yl)-6-(4-(3-ethylureido)phenyl)-1H-pyrazolo[3,4-d]pyrimidin-1-yl)piperidine-1-carboxylate is used, utilizing 4-chloroaniline as the aniline component. (22%, MS=504.2 (M+H)) Starting materials: COC=1C=C(C=CC1C(=O)OC)N(N)C(=O)OC(C)(C)C (tert-butyl 1-(3-methoxy-4-(methoxycarbonyl)phenyl)hydrazinecarboxylate), solution, Cl (hydrogen chloride). Solvent: O1CCOCC1 (dioxane). Reaction conditions: temperature 20 celsius, time 5 hour. Yields the product Cl.N(N)C1=CC(=C(C(=O)OC)C=C1)OC (methyl 4-hydrazinyl-2-methoxybenzoate hydrochloride). Yield: 91.7%. RXN SMILES: [CH3:1][O:2][C:3]1[CH:4]=[C:5]([N:13](C(OC(C)(C)C)=O)[NH2:14])[CH:6]=[CH:7][C:8]=1[C:9]([O:11][CH3:12])=[O:10].[ClH:22]>O1CCOCC1>[ClH:22].[NH:13]([C:5]1[CH:6]=[CH:7][C:8]([C:9]([O:11][CH3:12])=[O:10])=[C:3]([O:2][CH3:1])[CH:4]=1)[NH2:14] |f:3.4|. Reported procedure: tert-butyl 1-(3-methoxy-4-(methoxycarbonyl)phenyl)hydrazinecarboxylate (Intermediate#112) (4.86 g, 16.40 mmol) was added to a 4M solution of hydrogen chloride (61.5 mL, 246 mmol) in dioxane. The resulting solution was stirred at 20° C. for 5 hours. The reaction mixture was evaporated to dryness and the crude residue was triturated with Et2O to give a solid which was collected by filtration and dried under vacuum to give methyl 4-hydrazinyl-2-methoxybenzoate hydrochloride (3.50 g, 92%) as a pale ...